Dataset: the Open Reaction Database (ORD), a public repository of structured organic reaction records. Task: describe an organic reaction: reactants, conditions, products, and yield Starting materials: ClC(Cl)Cl, O=S(Cl)Cl, O=C(O)Cc1ccc(OCc2ccc3ccccc3n2)cc1. The product is O=C(Cl)Cc1ccc(OCc2ccc3ccccc3n2)cc1. As a reaction SMILES: [Cl:27][CH:28]([Cl:29])[Cl:30].[S:23]([Cl:24])([Cl:25])=[O:26].[n:1]1[c:2]([CH2:11][O:12][c:13]2[cH:14][cH:15][c:16]([CH2:19][C:20](=[O:21])[OH:22])[cH:17][cH:18]2)[cH:3][cH:4][c:5]2[cH:6][cH:7][cH:8][cH:9][c:10]12>>[n:1]1[c:2]([CH2:11][O:12][c:13]2[cH:14][cH:15][c:16]([CH2:19][C:20](=[O:22])[Cl:25])[cH:17][cH:18]2)[cH:3][cH:4][c:5]2[cH:6][cH:7][cH:8][cH:9][c:10]12.